Dataset: the Open Reaction Database (ORD), a public repository of structured organic reaction records. Task: describe an organic reaction: reactants, conditions, products, and yield The reactants are C(C1=CC=CC=C1)N1CCO[C@@H]2CNC[C@H]12 (cis-5-benzyl-2-oxa-5,8-diazabicyclo[4.3.0]nonane), Cl (hydrochloric acid). The reagents and catalysts are [Pd] (palladium). Solvent: C(C)O (ethanol). Product: Cl.Cl.[C@@H]12OCCN[C@H]2CNC1 (cis-2-Oxa-5,8-diazabicyclo[4.3.0]nonane dihydro chloride). As a reaction SMILES: C([N:8]1[C@@H:16]2[C@@H:12]([CH2:13][NH:14][CH2:15]2)[O:11][CH2:10][CH2:9]1)C1C=CC=CC=1.[ClH:17]>C(O)C.[Pd]>[ClH:17].[ClH:17].[C@@H:12]12[CH2:13][NH:14][CH2:15][C@@H:16]1[NH:8][CH2:9][CH2:10][O:11]2 |f:4.5.6|. Reported procedure: 26 g (0.11 mol, 92% strength) of cis-5-benzyl-2-oxa-5,8-diazabicyclo[4.3.0]nonane are hydrogenated on 3 g of palladium/active charcoal (10% Pd) at 100° C. and 100 bar H2 in 180 ml of ethanol and 19 ml of concentrated hydrochloric acid. The catalyst is filtered off with suction, the filtrate is concentrated and the crystals which have separated out are dried in a desiccator over phosphorus pentoxide. The reactants are CC(=O)O (HOAc), C(#N)C=1N=CC(=NC1NC1=CC=C(C=C1)C#N)N[C@@H](C(=O)N)CC(C)C ((R)-2-(5-cyano-6-(4-cyanophenylamino)pyrazin-2-ylamino)-4-methylpentanamide), [OH-].[Na+] (NaOH), OO (H2O2). Solvent: CCO (EtOH), CS(=O)C (DMSO). Run at time 60 minute. Product: NC([C@@H](CC(C)C)NC=1N=C(C(=NC1)C(=O)N)NC1=CC=C(C=C1)C(N)=O)=O ((R)-5-(1-amino-4-methyl-1-oxopentan-2-ylamino)-3-(4-carbamoylphenylamino)pyrazine-2-carboxamide). RXN SMILES: [C:1]([C:3]1[N:4]=[CH:5][C:6]([NH:18][C@H:19]([CH2:23][CH:24]([CH3:26])[CH3:25])[C:20]([NH2:22])=[O:21])=[N:7][C:8]=1[NH:9][C:10]1[CH:15]=[CH:14][C:13]([C:16]#[N:17])=[CH:12][CH:11]=1)#[N:2].[OH-:27].[Na+].[OH:29]O.CC(O)=O>CCO.CS(C)=O>[NH2:22][C:20](=[O:21])[C@H:19]([NH:18][C:6]1[N:7]=[C:8]([NH:9][C:10]2[CH:11]=[CH:12][C:13]([C:16](=[O:29])[NH2:17])=[CH:14][CH:15]=2)[C:3]([C:1]([NH2:2])=[O:27])=[N:4][CH:5]=1)[CH2:23][CH:24]([CH3:26])[CH3:25] |f:1.2|. Procedure details: The compound (R)-2-(5-cyano-6-(4-cyanophenylamino)pyrazin-2-ylamino)-4-methylpentanamide (57 mg, 0.163 mmol) was dissolved in EtOH (2 mL) and DMSO (1 mL), aq. 1N NaOH (1.0 mL) and aq. H2O2 (30%, 1.0 mL) were added. The mixture was stirred at room temperature for 60 min. HOAc (0.5 mL) was added. The mixture was then concentrated in vacuo. The residue was purified by HPLC to give the titled compound (46 mg). MS 386.4 (M+H); UV 206.0, 269.5, 325.6 nm; t 0.475 min. Starting materials: Cc1cc(-c2cnc(N3CCN(C(=O)OC(C)(C)C)CC3)s2)ccn1, CO, Cl. The product is Cl, Cc1cc(-c2cnc(N3CCNCC3)s2)ccn1. As a reaction SMILES: [C:2]([O:3][C:4](=[O:5])[N:9]1[CH2:10][CH2:11][N:12]([c:15]2[s:16][c:17](-[c:20]3[cH:21][c:22]([CH3:26])[n:23][cH:24][cH:25]3)[cH:18][n:19]2)[CH2:13][CH2:14]1)([CH3:6])([CH3:7])[CH3:8].[CH3:27][OH:28].[ClH:1]>>[ClH:1].[NH:9]1[CH2:10][CH2:11][N:12]([c:15]2[s:16][c:17](-[c:20]3[cH:21][c:22]([CH3:26])[n:23][cH:24][cH:25]3)[cH:18][n:19]2)[CH2:13][CH2:14]1.